Dataset: the Open Reaction Database (ORD), a public repository of structured organic reaction records. Task: describe an organic reaction: reactants, conditions, products, and yield The reactants are N1(CCCCCC1)C1=NC2=CC=C(C=C2N=C1C1=CC=CC=C1)C(=O)OC (methyl 2-(azepan-1-yl)-3-phenylquinoxaline-6-carboxylate), [OH-].[Na+] (sodium hydroxide), Cl (hydrogen chloride). The solvent is CO (methanol). Conditions: temperature 50 celsius, time 8 hour. Product: N1(CCCCCC1)C1=NC2=CC=C(C=C2N=C1C1=CC=CC=C1)C(=O)O (2-(Azepan-1-yl)-3-phenylquinoxaline-6-carboxylic acid). Reaction SMILES: [N:1]1([C:8]2[C:17]([C:18]3[CH:23]=[CH:22][CH:21]=[CH:20][CH:19]=3)=[N:16][C:15]3[C:10](=[CH:11][CH:12]=[C:13]([C:24]([O:26]C)=[O:25])[CH:14]=3)[N:9]=2)[CH2:7][CH2:6][CH2:5][CH2:4][CH2:3][CH2:2]1.[OH-].[Na+].Cl>CO>[N:1]1([C:8]2[C:17]([C:18]3[CH:23]=[CH:22][CH:21]=[CH:20][CH:19]=3)=[N:16][C:15]3[C:10](=[CH:11][CH:12]=[C:13]([C:24]([OH:26])=[O:25])[CH:14]=3)[N:9]=2)[CH2:2][CH2:3][CH2:4][CH2:5][CH2:6][CH2:7]1 |f:1.2|. Reported procedure: Into a 50-mL round-bottom flask, was placed a solution of methyl 2-(azepan-1-yl)-3-phenylquinoxaline-6-carboxylate (136 mg, 0.37 mmol, 1.00 equiv, 98%) in methanol (10 mL), sodium hydroxide (75.3 mg, 1.88 mmol, 5.00 equiv). The resulting solution was stirred overnight at 50° C. in an oil bath. The pH value of the solution was adjusted to 3-4 with 1N hydrogen chloride. The resulting mixture was concentrated under vacuum. The resulting mixture was washed with methanol. This resulted in 63.1 mg (47... The reactants are CS(C)=O, N#Cc1cc(F)c(Cl)cc1Cl, [F-], [K+], O. Yields the product N#Cc1cc(F)c(F)cc1Cl. RXN SMILES: [CH3:14][S:15]([CH3:16])=[O:17].[Cl:1][c:2]1[c:3]([C:4]#[N:5])[cH:6][c:7]([F:11])[c:8]([Cl:10])[cH:9]1.[F-:12].[K+:13].[OH2:18]>>[Cl:1][c:2]1[c:3]([C:4]#[N:5])[cH:6][c:7]([F:11])[c:8]([F:12])[cH:9]1. The reactants are aqueous solution, [OH-].[Na+] (NaOH), ClC1=C(C=CC(=C1)Cl)C1=CC=C(C=C1)NC(=O)C1=C(C=C(C(=C1)F)F)C=1C=CC(=NC1)C(=O)NCCC(=O)OCC (ethyl 3-(5-(2-((2′,4′-dichloro-[1,1′-biphenyl]-4-yl)carbamoyl)-4,5-difluorophenyl)picolinamido)propanoate). Solvent: C1CCOC1 (THF). Product: ClC1=C(C=CC(=C1)Cl)C1=CC=C(C=C1)NC(=O)C1=C(C=C(C(=C1)F)F)C=1C=CC(=NC1)C(=O)NCCC(=O)O (3-(5-(2-((2′,4′-dichloro-[1,1′-biphenyl]-4-yl)carbamoyl)-4,5-difluorophenyl)picolinamido)propanoic acid). As a reaction SMILES: [OH-].[Na+].[Cl:3][C:4]1[CH:9]=[C:8]([Cl:10])[CH:7]=[CH:6][C:5]=1[C:11]1[CH:16]=[CH:15][C:14]([NH:17][C:18]([C:20]2[CH:25]=[C:24]([F:26])[C:23]([F:27])=[CH:22][C:21]=2[C:28]2[CH:29]=[CH:30][C:31]([C:34]([NH:36][CH2:37][CH2:38][C:39]([O:41]CC)=[O:40])=[O:35])=[N:32][CH:33]=2)=[O:19])=[CH:13][CH:12]=1>C1COCC1>[Cl:3][C:4]1[CH:9]=[C:8]([Cl:10])[CH:7]=[CH:6][C:5]=1[C:11]1[CH:16]=[CH:15][C:14]([NH:17][C:18]([C:20]2[CH:25]=[C:24]([F:26])[C:23]([F:27])=[CH:22][C:21]=2[C:28]2[CH:29]=[CH:30][C:31]([C:34]([NH:36][CH2:37][CH2:38][C:39]([OH:41])=[O:40])=[O:35])=[N:32][CH:33]=2)=[O:19])=[CH:13][CH:12]=1 |f:0.1|. Procedure: A 3M aqueous solution of NaOH (0.27 mL, 0.82 mmol) was added to a THF solution (0.9 mL) of ethyl 3-(5-(2-((2′,4′-dichloro-[1,1′-biphenyl]-4-yl)carbamoyl)-4,5-difluorophenyl)picolinamido)propanoate (100 mg, 0.17 mmol) and the resulting mixture was stirred at room temperature. After 16 h the resulting mixture was concentrated and purified via HPLC to yield the title compound. Starting materials: COC(=O)C=Cc1ccc(C(=O)O)c2ccccc12, CCO. Product: COC(=O)CCc1ccc(C(=O)O)c2ccccc12. As a reaction SMILES: [CH3:1][O:2][C:3]([CH:4]=[CH:5][c:6]1[cH:7][cH:8][c:9]([C:16](=[O:17])[OH:18])[c:10]2[cH:11][cH:12][cH:13][cH:14][c:15]12)=[O:19].[CH3:20][CH2:21][OH:22]>>[CH3:1][O:2][C:3]([CH2:4][CH2:5][c:6]1[cH:7][cH:8][c:9]([C:16](=[O:17])[OH:18])[c:10]2[cH:11][cH:12][cH:13][cH:14][c:15]12)=[O:19].